This data is from the Open Reaction Database (ORD), a public repository of structured organic reaction records. The task is: describe an organic reaction: reactants, conditions, products, and yield Starting materials: [H-].[Na+] (sodium hydride), COCCOCCl (methoxyethoxymethyl chloride), C(C)OC1=CC(CC(C1)C1=C(C=CC=C1)O)=O (3-ethoxy-5-(2-hydroxyphenyl)-2-cyclohexenone), ice. Run in O1CCCC1 (tetrahydrofuran), O1CCCC1 (tetrahydrofuran), O1CCCC1 (tetrahydrofuran). Conditions: time 30 minute. Product: C(C)OC1=CC(CC(C1)C1=C(C=CC=C1)OCOCCOC)=O (3-Ethoxy-5-(2-methoxyethoxymethoxyphenyl)-2-cyclohexenone). Yield: 81.1%. RXN SMILES: [CH2:1]([O:3][C:4]1[CH2:9][CH:8]([C:10]2[CH:15]=[CH:14][CH:13]=[CH:12][C:11]=2[OH:16])[CH2:7][C:6](=[O:17])[CH:5]=1)[CH3:2].[H-].[Na+].[CH3:20][O:21][CH2:22][CH2:23][O:24][CH2:25]Cl>O1CCCC1>[CH2:1]([O:3][C:4]1[CH2:9][CH:8]([C:10]2[CH:15]=[CH:14][CH:13]=[CH:12][C:11]=2[O:16][CH2:20][O:21][CH2:22][CH2:23][O:24][CH3:25])[CH2:7][C:6](=[O:17])[CH:5]=1)[CH3:2] |f:1.2|. Procedure: A suspension of 3-ethoxy-5-(2-hydroxyphenyl)-2-cyclohexenone (32.4 g) in tetrahydrofuran (400 ml) was added slowly to an ice-cooled suspension of sodium hydride (3.34 g) in tetrahydrofuran (75 ml). The mixture was stirred at room temperature for 30 min, cooled in an ice-bath and a solution of methoxyethoxymethyl chloride (20.8 g) in tetrahydrofuran (50 ml) was added dropwise with stirring. The mixture was stirred overnight at room temperature and then was concentrated by the removal of most of t... RXN SMILES: [C:1]([O:5][C:6]([N:8]1[CH2:20][C@@H:19]([CH3:21])[N:18]2[C@H:10]([CH2:11][C:12]3[C:17]2=[N:16][C:15](Br)=[CH:14][CH:13]=3)[CH2:9]1)=[O:7])([CH3:4])([CH3:3])[CH3:2].[Cu][C:24]#[N:25]>O1CCOCC1.[C-]#N.C([N+](CC)(CC)CC)C.C1C=CC(/C=C/C(/C=C/C2C=CC=CC=2)=O)=CC=1.C1C=CC(/C=C/C(/C=C/C2C=CC=CC=2)=O)=CC=1.C1C=CC(/C=C/C(/C=C/C2C=CC=CC=2)=O)=CC=1.[Pd].[Pd].C1(P(C2C=CC=CC=2)[C-]2C=CC=C2)C=CC=CC=1.[C-]1(P(C2C=CC=CC=2)C2C=CC=CC=2)C=CC=C1.[Fe+2]>[C:1]([O:5][C:6]([N:8]1[CH2:20][C@@H:19]([CH3:21])[N:18]2[C@H:10]([CH2:11][C:12]3[C:17]2=[N:16][C:15]([C:24]#[N:25])=[CH:14][CH:13]=3)[CH2:9]1)=[O:7])([CH3:4])([CH3:3])[CH3:2] |f:3.4,5.6.7.8.9,10.11.12|. Product: C(C)(C)(C)OC(=O)N1C[C@H]2CC3=CC=C(N=C3N2[C@@H](C1)C)C#N ((4R,9aR)-6-Cyano-4-methyl-3,4,9,9a-tetrahydro-1H-2,4a,5-triaza-fluorene-2-carboxylic acid tert-butyl ester). Run in O1CCOCC1 (dioxane). Reaction conditions: time 1.5 hour. Reported procedure: To a solution of 0.20 g (0.54 mmol) (4R,9aR)-6-bromo-4-methyl-3,4,9,9a-tetrahydro-1H-2,4a,5-triaza-fluorene-2-carboxylic acid tert-butyl ester (Example 5, intermediate b) in 5 ml dioxane were added 195.0 mg (2.17 mmol) copper(I)cyanide, 22.5 mg (22 μmol) tris(dibenzylideneacetone)dipalladium(0), 48.2 mg (87 μmol) 1,1′-bis(diphenylphosphino)ferrocene and 0.13 g (0.81 mmol) tetraethylammonium cyanide and the suspension was heated to reflux and stirred for 1.5 h. The mixture was cooled to room temp... The reagents and catalysts are [C-]#N.C(C)[N+](CC)(CC)CC (tetraethylammonium cyanide), C=1C=CC(=CC1)/C=C/C(=O)/C=C/C2=CC=CC=C2.C=1C=CC(=CC1)/C=C/C(=O)/C=C/C2=CC=CC=C2.C=1C=CC(=CC1)/C=C/C(=O)/C=C/C2=CC=CC=C2.[Pd].[Pd] (tris(dibenzylideneacetone)dipalladium(0)), C1(=CC=CC=C1)P([C-]1C=CC=C1)C1=CC=CC=C1.[C-]1(C=CC=C1)P(C1=CC=CC=C1)C1=CC=CC=C1.[Fe+2] (1,1′-bis(diphenylphosphino)ferrocene). The yield is 98.4%. The reactants are C(C)(C)(C)OC(=O)N1C[C@H]2CC3=CC=C(N=C3N2[C@@H](C1)C)Br ((4R,9aR)-6-bromo-4-methyl-3,4,9,9a-tetrahydro-1H-2,4a,5-triaza-fluorene-2-carboxylic acid tert-butyl ester), C(C)(C)(C)OC(=O)N1C[C@H]2CC3=CC=C(N=C3N2[C@@H](C1)C)Br ((4R,9aR)-6-bromo-4-methyl-3,4,9,9a-tetrahydro-1H-2,4a,5-triaza-fluorene-2-carboxylic acid tert-butyl ester), [Cu]C#N (copper(I)cyanide). The reactants are OCC1=NC=C(C(=C1)OC)OC (2-hydroxymethyl-4,5-dimethoxypyridine), S(=O)(Cl)Cl (thionyl chloride), C1(=CC=CC=C1)C (toluene). Solvent: C(Cl)Cl (methylene chloride), C(Cl)Cl (methylene chloride). Run at temperature 20 celsius, time 4 hour. Product: [Cl-].ClCC1=[NH+]C=C(C(=C1)OC)OC (2-chloromethyl-4,5-dimethoxy-pyridinium chloride). Reaction SMILES: S(Cl)([Cl:3])=O.O[CH2:6][C:7]1[CH:12]=[C:11]([O:13][CH3:14])[C:10]([O:15][CH3:16])=[CH:9][N:8]=1.C1(C)C=CC=CC=1>C(Cl)Cl>[Cl-:3].[Cl:3][CH2:6][C:7]1[CH:12]=[C:11]([O:13][CH3:14])[C:10]([O:15][CH3:16])=[CH:9][NH+:8]=1 |f:4.5|. Procedure details: 3 ml of thionyl chloride, dissolved in 10 ml of methylene chloride, are added dropwise to a solution, cooled to 0° C., of 5 g of 2-hydroxymethyl-4,5-dimethoxypyridine in 40 ml of methylene chloride in the course of one hour, the reaction mixture is then stirred at 20° C. for 4 hours, during which it becomes red-colored, 5 ml of toluene are added and the mixture is concentrated completely on a rotary evaporator (30° C./5 mbar). The oily residue is dissolved in 50 ml of warm isopropanol and the so... Starting materials: [OH-].[K+] (potassium hydroxide), O(C1=CC=CC=C1)CCC(C(=O)OCC)CC1=CC=C(C=C1)OCCNC(C1=CC=C(C=C1)C1=NC=CC=C1)=O (ethyl 2-(2-phenoxyethyl)-3-[4-[2-(4-pyridine-2-ylbenzoylamino)ethoxy]phenyl]propionate). The solvent is C(C)O (ethanol). Run at temperature 80 celsius, time 3 hour. Product: O(C1=CC=CC=C1)CCC(C(=O)O)CC1=CC=C(C=C1)OCCNC(C1=CC=C(C=C1)C1=NC=CC=C1)=O (2-(2-Phenoxyethyl)-3-[4-[2-(4-pyridine-2-ylbenzoylamino)ethoxy]phenyl]propionic acid). Isolated yield 78.4%. As a reaction SMILES: [OH-].[K+].[O:3]([CH2:10][CH2:11][CH:12]([CH2:18][C:19]1[CH:24]=[CH:23][C:22]([O:25][CH2:26][CH2:27][NH:28][C:29](=[O:42])[C:30]2[CH:35]=[CH:34][C:33]([C:36]3[CH:41]=[CH:40][CH:39]=[CH:38][N:37]=3)=[CH:32][CH:31]=2)=[CH:21][CH:20]=1)[C:13]([O:15]CC)=[O:14])[C:4]1[CH:9]=[CH:8][CH:7]=[CH:6][CH:5]=1>C(O)C>[O:3]([CH2:10][CH2:11][CH:12]([CH2:18][C:19]1[CH:24]=[CH:23][C:22]([O:25][CH2:26][CH2:27][NH:28][C:29](=[O:42])[C:30]2[CH:31]=[CH:32][C:33]([C:36]3[CH:41]=[CH:40][CH:39]=[CH:38][N:37]=3)=[CH:34][CH:35]=2)=[CH:21][CH:20]=1)[C:13]([OH:15])=[O:14])[C:4]1[CH:5]=[CH:6][CH:7]=[CH:8][CH:9]=1 |f:0.1|. Procedure details: An aqueous solution of potassium hydroxide (85%, 0.13 g) was added to a solution of ethyl 2-(2-phenoxyethyl)-3-[4-[2-(4-pyridine-2-ylbenzoylamino)ethoxy]phenyl]propionate (350 mg) in ethanol (8 ml). The mixture was stirred at 80° C. for 3 hours. At the end of this time the ethanol was evaporated under reduced pressure. An aqueous solution of hydrogen chloride (1N, 2.0 ml) and ethyl acetate was added to the residue. The ethyl acetate layer was separated and dried over anhydrous magnesium sulfate ... Reactants: resultant solution, C(C)(C)OC1=NC(=NC(=C1)OC(C)C)C1=CC=C(C=C1)C (4,6-diisopropoxy-2-p-tolylpyrimidine), azoisobutyronitrile, BrN1C(CCC1=O)=O (N-bromosuccinimide). Reagents/catalysts: C(C1=CC=CC=C1)(=O)OOC(C1=CC=CC=C1)=O (dibenzoyl peroxide). Run in C(Cl)(Cl)(Cl)Cl (carbon tetrachloride). The product is C1(=CC=C(C=C1)C1=NC(=C(C(=N1)OC(C)C)Br)OC(C)C)C (2-p-Tolyl-4,6-bis-isopropoxy-5-bromopyrimidine). Isolated yield 99.0%. RXN SMILES: [CH:1]([O:4][C:5]1[CH:10]=[C:9]([O:11][CH:12]([CH3:14])[CH3:13])[N:8]=[C:7]([C:15]2[CH:20]=[CH:19][C:18]([CH3:21])=[CH:17][CH:16]=2)[N:6]=1)([CH3:3])[CH3:2].[Br:22]N1C(=O)CCC1=O>C(OOC(=O)C1C=CC=CC=1)(=O)C1C=CC=CC=1.C(Cl)(Cl)(Cl)Cl>[C:18]1([CH3:21])[CH:19]=[CH:20][C:15]([C:7]2[N:8]=[C:9]([O:11][CH:12]([CH3:14])[CH3:13])[C:10]([Br:22])=[C:5]([O:4][CH:1]([CH3:2])[CH3:3])[N:6]=2)=[CH:16][CH:17]=1. Procedure: 111.7 g of 4,6-diisopropoxy-2-p-tolylpyrimidine and 450 ml of carbon tetrachloride are heated to 70°-75° C. To the resultant solution is added 0.5 g of dibenzoyl peroxide, followed by the addition, over 45 minutes, of a mixture of 1 g of azoisobutyronitrile and 70.8 g of N-bromosuccinimide. The mixture is refluxed for 2 hours to bring the reaction to completion. The precipitated succinimide is then filtered off and excess carbon tetrachloride is removed by distillation, affording 141 g of the ti...